This data is from the Open Reaction Database (ORD), a public repository of structured organic reaction records. The task is: describe an organic reaction: reactants, conditions, products, and yield Reactants: O1CCN(CC1)C1=CC=C(N)C=C1 (4-morpholinoaniline), CC=1NN(C(C1)=O)C1=CC2=C(NC(=N2)C2=CC=C(C(=O)[O-])C=C2)C=C1 (4-(5-(3-methyl-5-oxo-2,5-dihydro-1H-pyrazol-1-yl)-1H-benzimidazol-2-yl)benzoate). The product is CC=1NN(C(C1)=O)C1=CC2=C(NC(=N2)C2=CC=C(C(=O)NC3=CC=C(C=C3)N3CCOCC3)C=C2)C=C1 (4-(5-(3-Methyl-5-oxo-2,5-dihydro-1H-pyrazol-1-yl)-1H-benzimidazol-2-yl)-N-(4-morpholinophenyl)benzamide). RXN SMILES: [O:1]1[CH2:6][CH2:5][N:4]([C:7]2[CH:13]=[CH:12][C:10]([NH2:11])=[CH:9][CH:8]=2)[CH2:3][CH2:2]1.[CH3:14][C:15]1[NH:16][N:17]([C:21]2[CH:38]=[CH:37][C:24]3[NH:25][C:26]([C:28]4[CH:36]=[CH:35][C:31]([C:32]([O-])=[O:33])=[CH:30][CH:29]=4)=[N:27][C:23]=3[CH:22]=2)[C:18](=[O:20])[CH:19]=1>>[CH3:14][C:15]1[NH:16][N:17]([C:21]2[CH:38]=[CH:37][C:24]3[NH:25][C:26]([C:28]4[CH:36]=[CH:35][C:31]([C:32]([NH:11][C:10]5[CH:12]=[CH:13][C:7]([N:4]6[CH2:3][CH2:2][O:1][CH2:6][CH2:5]6)=[CH:8][CH:9]=5)=[O:33])=[CH:30][CH:29]=4)=[N:27][C:23]=3[CH:22]=2)[C:18](=[O:20])[CH:19]=1. Procedure: Compound 451 was prepared from 4-morpholinoaniline and 4-(5-(3-methyl-5-oxo-2,5-dihydro-1H-pyrazol-1-yl)-1H-benzimidazol-2-yl)benzoate by standard conditions. [M+H]+ calcd for C28H26N6O3: 495.22; found: 495.01. Starting materials: C(C)(C)(C)OC(NC(C)(C)C1=CC(=CC=C1)OC1=C(C=CC(=C1)Cl)[N+](=O)[O-])=O (tert-butyl[1-[3-(5-chloro-2-nitrophenoxy)phenyl]-1-methylethyl]carbamate). Reagents/catalysts: [C].[Pd] (carbon palladium). Solvent: C(C)(=O)OCC (ethyl acetate). Run at time 3 hour. Product: C(C)(C)(C)OC(NC(C)(C)C1=CC(=CC=C1)OC1=C(C=CC(=C1)Cl)N)=O (tert-butyl[1-[3-(2-amino-5-chlorophenoxy)phenyl]-1-methylethyl]carbamate). The yield is 88.4%. As a reaction SMILES: [C:1]([O:5][C:6](=[O:28])[NH:7][C:8]([C:11]1[CH:16]=[CH:15][CH:14]=[C:13]([O:17][C:18]2[CH:23]=[C:22]([Cl:24])[CH:21]=[CH:20][C:19]=2[N+:25]([O-])=O)[CH:12]=1)([CH3:10])[CH3:9])([CH3:4])([CH3:3])[CH3:2]>[C].[Pd].C(OCC)(=O)C>[C:1]([O:5][C:6](=[O:28])[NH:7][C:8]([C:11]1[CH:16]=[CH:15][CH:14]=[C:13]([O:17][C:18]2[CH:23]=[C:22]([Cl:24])[CH:21]=[CH:20][C:19]=2[NH2:25])[CH:12]=1)([CH3:10])[CH3:9])([CH3:2])([CH3:3])[CH3:4] |f:1.2|. Reported procedure: 5% carbon-palladium (1.0 g) was added to an ethyl acetate (100 ml) solution of tert-butyl[1-[3-(5-chloro-2-nitrophenoxy)phenyl]-1-methylethyl]carbamate (3.3 g, 8.1 mmols). The resulting mixture was hydrogenated at room temperature under atmospheric pressure for 3 hours. The catalyst was removed through filtration, and the filtrate was concentrated under reduced pressure. The residue was purified through silica gel column chromatography to give an amorphous solid of tert-butyl[1-[3-(2-amino-5-chl... Starting materials: OC1=C(C(=O)OCC2=CC=CC=C2)C=CC(=C1)OCC(C1=CC=2C(CCC(C2C=C1)(C)C)(C)C)OC(C)=O (benzyl 2-hydroxy-4-[2-acetoxy-2-(5,6,7,8-tetrahydro-5,5,8,8-tetramethyl-2-naphthyl)ethoxy]benzoate), C(C)O (ethanol), C(C)(=O)O (acetic acid). Reagents/catalysts: [Pd] (palladium on charcoal). Run in CCCCCC (hexane). Run at time 4 hour. Product: OC1=C(C(=O)O)C=CC(=C1)OCCC1=CC=2C(CCC(C2C=C1)(C)C)(C)C (2-Hydroxy-4-[2-(5,6,7,8-tetrahydro-5,5,8,8-tetramethyl-2-naphthyl)ethoxy]benzoic acid). The yield is 45.3%. Reaction SMILES: [OH:1][C:2]1[CH:17]=[C:16]([O:18][CH2:19][CH:20](OC(=O)C)[C:21]2[CH:30]=[CH:29][C:28]3[C:27]([CH3:32])([CH3:31])[CH2:26][CH2:25][C:24]([CH3:34])([CH3:33])[C:23]=3[CH:22]=2)[CH:15]=[CH:14][C:3]=1[C:4]([O:6]CC1C=CC=CC=1)=[O:5].C(O)C.C(O)(=O)C>[Pd].CCCCCC>[OH:1][C:2]1[CH:17]=[C:16]([O:18][CH2:19][CH2:20][C:21]2[CH:30]=[CH:29][C:28]3[C:27]([CH3:32])([CH3:31])[CH2:26][CH2:25][C:24]([CH3:34])([CH3:33])[C:23]=3[CH:22]=2)[CH:15]=[CH:14][C:3]=1[C:4]([OH:6])=[O:5]. Procedure details: 2 g (3.89 mmol) of benzyl 2-hydroxy-4-[2-acetoxy-2-(5,6,7,8-tetrahydro-5,5,8,8-tetramethyl-2-naphthyl)ethoxy]benzoate obtained in Example 5(a), 100 ml of ethanol, 10 ml of acetic acid and 1.2 g of palladium on charcoal (10% to 50% water) are introduced into a reactor. The mixture is hydrogenated at 70° C., under a pressure of 7 bar, for 4 hours. The catalyst is filtered and washed with ethanol, and the filtrate is evaporated. The residue obtained is taken up in hexane, filtered and dried. 650 mg... Starting materials: OC=1C2=C(N=CN1)C=NC(=N2)NC2CC2 (4-hydroxy-6-(cyclopropylamino)-pyrimido[5,4-d]pyrimidine), S(=O)(Cl)Cl (thionyl chloride). Reagents/catalysts: CN(C=O)C (dimethylformamide). Product: ClC=1C2=C(N=CN1)C=NC(=N2)NC2CC2 (4-Chloro-6-(cyclopropylamino)-pyrimido[5,4-d]pyrimidine). Reaction SMILES: O[C:2]1[C:3]2[N:11]=[C:10]([NH:12][CH:13]3[CH2:15][CH2:14]3)[N:9]=[CH:8][C:4]=2[N:5]=[CH:6][N:7]=1.S(Cl)([Cl:18])=O>CN(C)C=O>[Cl:18][C:2]1[C:3]2[N:11]=[C:10]([NH:12][CH:13]3[CH2:15][CH2:14]3)[N:9]=[CH:8][C:4]=2[N:5]=[CH:6][N:7]=1. Procedure details: 1.7 g of 4-hydroxy-6-(cyclopropylamino)-pyrimido[5,4-d]pyrimidine are heated under reflux with 50 ml of thionyl chloride with the addition of 4 drops of dimethylformamide for 1.5 hours. The reaction mixture is concentrated, methylene chloride is added and the mixture is concentrated again. The residue is then partitioned between methylene chloride and an aqueous potassium carbonate solution. The aqueous phase is extracted twice more with methylene chloride and the combined organic phases are dri... Starting materials: Cc1ncc(Br)c(C(O)=S)n1, [Cu+2], N, O=S(=O)([O-])[O-], O. Yields the product Cc1ncc(N)c(C(O)=S)n1. Reaction SMILES: [Br:1][c:2]1[c:3]([C:9](=[S:10])[OH:11])[n:4][c:5]([CH3:8])[n:6][cH:7]1.[Cu+2:14].[NH3:12].[O-:15][S:16](=[O:17])(=[O:18])[O-:19].[OH2:13]>>[c:2]1([NH2:12])[c:3]([C:9](=[S:10])[OH:11])[n:4][c:5]([CH3:8])[n:6][cH:7]1. Starting materials: CCN(C(C)C)C(C)C, CN(C)C=O, COc1cc(C(=O)O)ccc1Nc1ncc2c(n1)N(C1CCCC1)CC(F)(F)C(=O)N2C, Cl, NC1CCN(c2ccncc2)CC1, O. Yields the product COc1cc(C(=O)NC2CCN(c3ccncc3)CC2)ccc1Nc1ncc2c(n1)N(C1CCCC1)CC(F)(F)C(=O)N2C. As a reaction SMILES: [CH2:33]([N:34]([CH:35]([CH3:36])[CH3:37])[CH:38]([CH3:39])[CH3:40])[CH3:41].[CH3:56][N:57]([CH3:58])[CH:59]=[O:60].[CH:1]1([N:6]2[c:7]3[c:8]([cH:17][n:18][c:19]([NH:21][c:22]4[c:23]([O:31][CH3:32])[cH:24][c:25]([C:26](=[O:27])[OH:28])[cH:29][cH:30]4)[n:20]3)[N:9]([CH3:16])[C:10](=[O:15])[C:11]([F:13])([F:14])[CH2:12]2)[CH2:2][CH2:3][CH2:4][CH2:5]1.[ClH:42].[N:43]1([c:50]2[cH:51][cH:52][n:53][cH:54][cH:55]2)[CH2:44][CH2:45][CH:46]([NH2:49])[CH2:47][CH2:48]1.[OH2:61]>>[CH:1]1([N:6]2[c:7]3[c:8]([cH:17][n:18][c:19]([NH:21][c:22]4[c:23]([O:31][CH3:32])[cH:24][c:25]([C:26](=[O:28])[NH:49][CH:46]5[CH2:45][CH2:44][N:43]([c:50]6[cH:51][cH:52][n:53][cH:54][cH:55]6)[CH2:48][CH2:47]5)[cH:29][cH:30]4)[n:20]3)[N:9]([CH3:16])[C:10](=[O:15])[C:11]([F:13])([F:14])[CH2:12]2)[CH2:2][CH2:3][CH2:4][CH2:5]1. The reactants are CCCCCCCCCCCCCCOc1cccc(C(=O)O)c1, ClCCl, CN(C)C=O, O=C(Cl)C(=O)Cl. The product is CCCCCCCCCCCCCCOc1cccc(C(=O)Cl)c1. RXN SMILES: [CH2:1]([CH2:2][CH2:3][CH2:4][CH2:5][CH2:6][CH2:7][CH2:8][CH2:9][CH2:10][CH2:11][CH2:12][CH2:13][CH3:14])[O:15][c:16]1[cH:17][c:18]([C:19](=[O:20])[OH:21])[cH:22][cH:23][cH:24]1.[CH2:36]([Cl:37])[Cl:38].[CH3:25][N:26]([CH3:27])[CH:28]=[O:29].[Cl:30][C:31]([C:32]([Cl:33])=[O:34])=[O:35]>>[CH2:1]([CH2:2][CH2:3][CH2:4][CH2:5][CH2:6][CH2:7][CH2:8][CH2:9][CH2:10][CH2:11][CH2:12][CH2:13][CH3:14])[O:15][c:16]1[cH:17][c:18]([C:19](=[O:20])[Cl:30])[cH:22][cH:23][cH:24]1.